This data is from the Open Reaction Database (ORD), a public repository of structured organic reaction records. The task is: describe an organic reaction: reactants, conditions, products, and yield Reactants: C(C)(C)(C)NC(=O)NCCN1C(C(CCCC1)(C1=CC(=CC=C1)OC)CC)=O (1-tert-butyl-3-{2-[3-ethyl-3-(3-methoxy-phenyl)-2-oxo-azepan-1-yl]-ethyl}-urea), C(=O)(C(F)(F)F)O (TFA). The solvent is C(Cl)Cl (CH2Cl2). Run at time 72 hour. The product is C(C)C1(C(N(CCCC1)CCNC(=O)N)=O)C1=CC(=CC=C1)OC ({2-[3-ethyl-3-(3-methoxy-phenyl)-2-oxo-azepan-1-yl]-ethyl}-urea). Reaction SMILES: C([NH:5][C:6]([NH:8][CH2:9][CH2:10][N:11]1[CH2:17][CH2:16][CH2:15][CH2:14][C:13]([CH2:26][CH3:27])([C:18]2[CH:23]=[CH:22][CH:21]=[C:20]([O:24][CH3:25])[CH:19]=2)[C:12]1=[O:28])=[O:7])(C)(C)C.C(O)(C(F)(F)F)=O>C(Cl)Cl>[CH2:26]([C:13]1([C:18]2[CH:23]=[CH:22][CH:21]=[C:20]([O:24][CH3:25])[CH:19]=2)[CH2:14][CH2:15][CH2:16][CH2:17][N:11]([CH2:10][CH2:9][NH:8][C:6]([NH2:5])=[O:7])[C:12]1=[O:28])[CH3:27]. Procedure details: To a solution of 1-tert-butyl-3-{2-[3-ethyl-3-(3-methoxy-phenyl)-2-oxo-azepan-1-yl]-ethyl}-urea (as described above in Step A) (0.35 g, 0.93 mmol) in CH2Cl2 (2.0 mL) was added TFA (6.0 mL) and the solution was stirred for 72 hr. The solvents were removed in vacuo to obtain the title compound. Reactants: C(C)(C)(C)OC(=O)N1CCC(CC1)NC1=NC=C(C(=N1)N)C(C1=C(C=C(C=C1)F)OC)=O (4-[4-Amino-5-(4-fluoro-2-methoxy-benzoyl)-pyrimidin-2-ylamino]-piperidin-1-carboxylic acid tert-butyl ester). Solvent: ClCCl (dichloromethane), FC(C(=O)O)(F)F (trifluoroacetic acid). Yields the product NC1=NC(=NC=C1C(=O)C1=C(C=C(C=C1)F)OC)NC1CCNCC1 (4-Amino-2-(piperidin-4-ylamino)pyrimidin-5-yl-(4-fluoro-2-methoxy-phenyl)-methanone). Isolated yield 132.7%. RXN SMILES: C(OC([N:8]1[CH2:13][CH2:12][CH:11]([NH:14][C:15]2[N:20]=[C:19]([NH2:21])[C:18]([C:22](=[O:32])[C:23]3[CH:28]=[CH:27][C:26]([F:29])=[CH:25][C:24]=3[O:30][CH3:31])=[CH:17][N:16]=2)[CH2:10][CH2:9]1)=O)(C)(C)C>ClCCl.FC(F)(F)C(O)=O>[NH2:21][C:19]1[C:18]([C:22]([C:23]2[CH:28]=[CH:27][C:26]([F:29])=[CH:25][C:24]=2[O:30][CH3:31])=[O:32])=[CH:17][N:16]=[C:15]([NH:14][CH:11]2[CH2:10][CH2:9][NH:8][CH2:13][CH2:12]2)[N:20]=1. Procedure details: The compound of Example 175 (70 mg) in dichloromethane (2 mL) and trifluoroacetic acid (2 mL) was stirred for 2 hours at room temperature and evaporated to give the title compound (72 mg) as the trifluoroacetic acid salt.